From a dataset of the Open Reaction Database (ORD), a public repository of structured organic reaction records. describe an organic reaction: reactants, conditions, products, and yield The reactants are OCCOC1=CC(=C(N)C=C1)C (4-(2-hydroxyethoxy)-2-methylaniline), C(C)OC=1OCC(C1C(=O)OCC)=O (ethyl 2-ethoxy-4-oxo-4,5-dihydrofuran-3-carboxylate). The solvent is C(C)O (ethanol). Product: OCCOC1=CC(=C(C=C1)NC=1OCC(C1C(=O)OCC)=O)C (ethyl 2-{[4-(2-hydroxyethoxy)-2-methylphenyl]amino}-4-oxo-4,5-dihydrofuran-3-carboxylate). As a reaction SMILES: [OH:1][CH2:2][CH2:3][O:4][C:5]1[CH:11]=[CH:10][C:8]([NH2:9])=[C:7]([CH3:12])[CH:6]=1.C(O[C:16]1[O:17][CH2:18][C:19](=[O:26])[C:20]=1[C:21]([O:23][CH2:24][CH3:25])=[O:22])C>C(O)C>[OH:1][CH2:2][CH2:3][O:4][C:5]1[CH:11]=[CH:10][C:8]([NH:9][C:16]2[O:17][CH2:18][C:19](=[O:26])[C:20]=2[C:21]([O:23][CH2:24][CH3:25])=[O:22])=[C:7]([CH3:12])[CH:6]=1. Procedure: A solution of 4-(2-hydroxyethoxy)-2-methylaniline (0.69 g, 4.1 mmol) and ethyl 2-ethoxy-4-oxo-4,5-dihydrofuran-3-carboxylate (0.83 g, 4.2 mmol) in ethanol (8.3 mL) was stirred at ambient temperature for 16 h. The solvent was removed under reduced pressure, and ethanol was added to precipitate the product. The precipitate was collected by filtration then dried to afford ethyl 2-{[4-(2-hydroxyethoxy)-2-methylphenyl]amino}-4-oxo-4,5-dihydrofuran-3-carboxylate as solid (0.55 g, y. 42%). The reactants are C#CCBr, [H-], [Na+], CN(C)C=O, O, O=c1[nH]c(-c2ccccc2)c(-c2ccccc2)o1. The product is C#CCn1c(-c2ccccc2)c(-c2ccccc2)oc1=O. Reaction SMILES: [CH2:21]([C:22]#[CH:23])[Br:24].[H-:19].[Na+:20].[O:26]=[CH:27][N:28]([CH3:29])[CH3:30].[OH2:25].[c:1]1(-[c:7]2[nH:8][c:9](=[O:18])[o:10][c:11]2-[c:12]2[cH:13][cH:14][cH:15][cH:16][cH:17]2)[cH:2][cH:3][cH:4][cH:5][cH:6]1>>[c:1]1(-[c:7]2[n:8]([CH2:23][C:22]#[CH:21])[c:9](=[O:18])[o:10][c:11]2-[c:12]2[cH:13][cH:14][cH:15][cH:16][cH:17]2)[cH:2][cH:3][cH:4][cH:5][cH:6]1. Reactants: C(C1=CC=CC=C1)=NC1=CC=NC=C1 (4-benzylideneaminopyridine), COC1=C(C=CC=C1)[Li] (2-methoxyphenyl lithium), BrC1=C(C=CC=C1)OC (o-bromoanisole). The solvent is CCOCC (ether), CCOCC (ether), CCCCCC (hexane). Run at time 2 hour. Yields the product COC1=C(C=CC=C1)C(C1=CC=CC=C1)NC1=CC=NC=C1 (N-[α-(2-methoxyphenyl)benzyl]-4-pyridinamine). Yield: 49.5%. Reaction SMILES: [CH:1](=[N:8][C:9]1[CH:14]=[CH:13][N:12]=[CH:11][CH:10]=1)[C:2]1[CH:7]=[CH:6][CH:5]=[CH:4][CH:3]=1.[CH3:15][O:16][C:17]1[CH:22]=[CH:21][CH:20]=[CH:19][C:18]=1[Li].BrC1C=CC=CC=1OC>CCOCC.CCCCCC>[CH3:15][O:16][C:17]1[CH:22]=[CH:21][CH:20]=[CH:19][C:18]=1[CH:1]([NH:8][C:9]1[CH:14]=[CH:13][N:12]=[CH:11][CH:10]=1)[C:2]1[CH:3]=[CH:4][CH:5]=[CH:6][CH:7]=1. Procedure details: 2.98 Grams (0.016 mole) of 4-benzylideneaminopyridine in 50 milliliters of dry ether were added dropwise to a stirred solution of 2-methoxyphenyl lithium (prepared from 0.03 mole of butyl lithium and 5.61 grams [0.03 mole] of o-bromoanisole) in a mixture of ether and hexane at 0° C. under nitrogen. The mixture was stirred at room temperature for 2 hours and then poured onto ice. The organic layer was separated and extracted with acid and the acid extracts were combined with the aqueous layer. Th... Starting materials: C(C(C)C)NCC=1SC(=CC1)C1=CC(=CC=C1)S(=O)(=O)C (isobutyl-[5-(3-methanesulfonyl-phenyl)-thiophen-2-ylmethyl]-amine), C1(CCCCC1)CS(=O)(=O)Cl (cyclohexyl-methane-sulfonylchloride), dimethylketene-methyltrimethylsilylacetal. The solvent is ClCCl (dichloromethane). Product: C1(CCCCC1)CS(=O)(=O)N(CC=1SC(=CC1)C1=CC(=CC=C1)S(=O)(=O)C)CC(C)C (C-cyclohexyl-N-isobutyl-N-[5-(3-methanesulfonyl-phenyl)-thiophen-2-ylmethyl]-methanesulfonamide). Reaction SMILES: [CH2:1]([NH:5][CH2:6][C:7]1[S:8][C:9]([C:12]2[CH:17]=[CH:16][CH:15]=[C:14]([S:18]([CH3:21])(=[O:20])=[O:19])[CH:13]=2)=[CH:10][CH:11]=1)[CH:2]([CH3:4])[CH3:3].[CH:22]1([CH2:28][S:29](Cl)(=[O:31])=[O:30])[CH2:27][CH2:26][CH2:25][CH2:24][CH2:23]1>ClCCl>[CH:22]1([CH2:28][S:29]([N:5]([CH2:1][CH:2]([CH3:4])[CH3:3])[CH2:6][C:7]2[S:8][C:9]([C:12]3[CH:17]=[CH:16][CH:15]=[C:14]([S:18]([CH3:21])(=[O:20])=[O:19])[CH:13]=3)=[CH:10][CH:11]=2)(=[O:31])=[O:30])[CH2:27][CH2:26][CH2:25][CH2:24][CH2:23]1. Procedure: In analogy to example 25, isobutyl-[5-(3-methanesulfonyl-phenyl)-thiophen-2-ylmethyl]-amine (example 15, step 2) was reacted with cyclohexyl-methane-sulfonylchloride and dimethylketene-methyltrimethylsilylacetal in dichloromethane to give C-cyclohexyl-N-isobutyl-N-[5-(3-methanesulfonyl-phenyl)-thiophen-2-ylmethyl]-methanesulfonamide as an off-white solid. MS: 500.9 ([M+NH4]+) The reactants are C1CCOC1.O (THF H2O), C(C)(=O)O (acetic acid), O1C2=C(OCC1)C=CC(=C2)C(C(=O)OCC)C (Ethyl 2-(2,3-dihydrobenzo[b][1,4]dioxin-7-yl)propanoate), [OH-].[Na+] (NaOH). The solvent is O (H2O). Run at time 16 hour. The product is O1C2=C(OCC1)C=CC(=C2)C(C(=O)O)C (2-(2,3-Dihydrobenzo[b][1,4]dioxin-7-yl)propanoic acid). RXN SMILES: C1COCC1.O.[O:7]1[CH2:12][CH2:11][O:10][C:9]2[CH:13]=[CH:14][C:15]([CH:17]([CH3:23])[C:18]([O:20]CC)=[O:19])=[CH:16][C:8]1=2.[OH-].[Na+].C(O)(=O)C>O>[O:7]1[CH2:12][CH2:11][O:10][C:9]2[CH:13]=[CH:14][C:15]([CH:17]([CH3:23])[C:18]([OH:20])=[O:19])=[CH:16][C:8]1=2 |f:0.1,3.4|. Procedure: To the flask was added THF/H2O (1:1, 4 mL) followed by Ethyl 2-(2,3-dihydrobenzo[b][1,4]dioxin-7-yl)propanoate (133 mg, 0.563 mmol) and NaOH (30 mg, 0.750 mmol) at room temperature. The reaction mixture was stirred for 16 hrs at room temperature. The mixture was diluted with H2O (20 mL) and acidified with acetic acid (4 mL, pH=4) then extracted with CH2Cl2. The organic layer was dried over MgSO4, filtered, and concentrated in vacuo. The reactants are NCCc1ncc(-c2ncc[nH]2)c(-c2ccc(Cl)cc2Cl)n1, CNc1nc(Cl)ccc1[N+](=O)[O-], COc1nc(NCCNc2ncc(-c3ncc[nH]3)c(-c3ccc(Cl)cc3Cl)n2)ccc1[N+](=O)[O-]. Yields the product CNc1nc(NCCNc2ncc(-c3ncc[nH]3)c(-c3ccc(Cl)cc3Cl)n2)ccc1[N+](=O)[O-]. Reaction SMILES: [Cl:1][c:2]1[cH:3][c:4]([Cl:5])[cH:6][cH:7][c:8]1-[c:9]1[c:10](-[c:11]2[nH:12][cH:13][cH:14][n:15]2)[cH:16][n:17][c:18]([CH2:19][CH2:20][NH2:21])[n:22]1.[Cl:23][c:24]1[cH:25][cH:26][c:27]([N+:32](=[O:33])[O-:34])[c:28]([NH:30][CH3:31])[n:29]1.[Cl:35][c:36]1[c:37](-[c:43]2[n:44][c:45]([NH:54][CH2:55][CH2:56][NH:57][c:58]3[cH:59][cH:60][c:61]([N+:62]([O-:63])=[O:64])[c:65]([O:66][CH3:67])[n:68]3)[n:46][cH:47][c:48]2-[c:49]2[nH:50][cH:51][cH:52][n:53]2)[cH:38][cH:39][c:40]([Cl:42])[cH:41]1>>[c:24]1([NH:57][CH2:56][CH2:55][NH:54][c:45]2[n:44][c:43](-[c:37]3[c:36]([Cl:35])[cH:41][c:40]([Cl:42])[cH:39][cH:38]3)[c:48](-[c:49]3[n:50][cH:51][cH:52][nH:53]3)[cH:47][n:46]2)[cH:25][cH:26][c:27]([N+:32](=[O:33])[O-:34])[c:28]([NH:30][CH3:31])[n:29]1. Starting materials: CC(CCCC(CN1C=NC=C1)O)(C)C (α-(4,4-dimethylpentyl)-1H-imidazole-1-ethanol), COC1=CC=C(C=C1)COCC(CN1C=NC=C1)O (α-[[(4-methoxyphenyl)methoxy]methyl]-1H-imidazole-1-ethanol). The product is CC(CCCC(CN1C=NC=C1)=O)(C)C (6,6-dimethyl-1-(1H-imidazol-1-yl)-2-heptanone). Reaction SMILES: [CH3:1][C:2]([CH3:15])([CH3:14])[CH2:3][CH2:4][CH2:5][CH:6]([OH:13])[CH2:7][N:8]1[CH:12]=[CH:11][N:10]=[CH:9]1.COC1C=CC(COCC(O)CN2C=CN=C2)=CC=1>>[CH3:1][C:2]([CH3:15])([CH3:14])[CH2:3][CH2:4][CH2:5][C:6](=[O:13])[CH2:7][N:8]1[CH:12]=[CH:11][N:10]=[CH:9]1. Procedure: Utilising the procedure described in Example 1c and employing α-(4,4-dimethylpentyl)-1H-imidazole-1-ethanol in lieu of α-[[(4-methoxyphenyl)methoxy]methyl]-1H-imidazole-1-ethanol yielded a crude product which was purified by column chromatography (silica gel, chloroform) to yield 6,6-dimethyl-1-(1H-imidazol-1-yl)-2-heptanone as a colourless crystalline solid, having a melting point of 45°-46° C. (ether-hexane) and the following structural characteristics: